This data is from the Open Reaction Database (ORD), a public repository of structured organic reaction records. The task is: describe an organic reaction: reactants, conditions, products, and yield Reactants: BrC1(CCCC1)C(=O)O (1-bromocyclopentanecarboxylic acid), C(C)O (ethanol). The reagents and catalysts are S(O)(O)(=O)=O (sulphuric acid). Yields the product BrC1(CCCC1)C(=O)OCC (1-Bromo-1-ethoxycarbonylcyclopentane). RXN SMILES: [Br:1][C:2]1([C:7]([OH:9])=[O:8])[CH2:6][CH2:5][CH2:4][CH2:3]1.[CH2:10](O)[CH3:11]>S(=O)(=O)(O)O>[Br:1][C:2]1([C:7]([O:9][CH2:10][CH3:11])=[O:8])[CH2:6][CH2:5][CH2:4][CH2:3]1. Procedure details: A solution of 1-bromocyclopentanecarboxylic acid (5.1 g) in ethanol (40 ml) containing concentrated sulphuric acid (10 drops) was refluxed for 4 hours. The solvent was removed by evaporation and the residual oil was partitioned between ether (50 ml) and 2N sodium carbonate (30 ml). Starting materials: CI, CCCCCC, ClC(Cl)Cl, O=c1[nH]nc2ccc(Cl)nn12, [H-], [Na+], CN(C)C=O, O. Product: Cn1nc2ccc(Cl)nn2c1=O. Reaction SMILES: [CH3:14][I:15].[CH3:16][CH2:17][CH2:18][CH2:19][CH2:20][CH3:21].[CH:22]([Cl:23])([Cl:24])[Cl:25].[Cl:1][c:2]1[cH:3][cH:4][c:5]2[n:6]([n:7]1)[c:8](=[O:11])[nH:9][n:10]2.[H-:13].[Na+:12].[O:26]=[CH:27][N:28]([CH3:29])[CH3:30].[OH2:31]>>[Cl:1][c:2]1[cH:3][cH:4][c:5]2[n:6]([n:7]1)[c:8](=[O:11])[n:9]([CH3:16])[n:10]2.